From a dataset of the Open Reaction Database (ORD), a public repository of structured organic reaction records. describe an organic reaction: reactants, conditions, products, and yield Starting materials: [N+](=O)(O)[O-] (nitric acid), ClC1=C(CO[C@H]2CCC[C@@H](O2)CN2C=NC=C2)C(=CC=C1)Cl (trans-1-[6-(2,6-dichlorobenzyloxy)tetrahydropyran-2-ylmethyl]imidazole). Run in C(C)OCC (diethyl ether). Product: ClC1=C(COC2CCCC(O2)CN2C=NC=C2)C(=CC=C1)Cl (1-[6-(2,6-Dichlorobenzyloxy)tetrahydropyran-2-ylmethyl]imidazole). The yield is 97803.5%. RXN SMILES: [N+]([O-])(O)=O.[Cl:5][C:6]1[CH:25]=[CH:24][CH:23]=[C:22]([Cl:26])[C:7]=1[CH2:8][O:9][C@@H:10]1[O:15][C@@H:14]([CH2:16][N:17]2[CH:21]=[CH:20][N:19]=[CH:18]2)[CH2:13][CH2:12][CH2:11]1>C(OCC)C>[Cl:26][C:22]1[CH:23]=[CH:24][CH:25]=[C:6]([Cl:5])[C:7]=1[CH2:8][O:9][CH:10]1[O:15][CH:14]([CH2:16][N:17]2[CH:21]=[CH:20][N:19]=[CH:18]2)[CH2:13][CH2:12][CH2:11]1. Reported procedure: When 0.2 ml of 69% w/v aqueous nitric acid was added to a solution of 865 mg of trans-1-[6-(2,6-dichlorobenzyloxy)tetrahydropyran-2-ylmethyl]imidazole in 10 ml of diethyl ether, the solution became turbid and an oily layer separated. After decanting off the ethereal layer, more diethyl ether was added to the residue to aid crystallization and the precipitated crystals were filtered, to give 846 g of the title product. Further recrystallization of these crystals from a mixture of acetone and ethy... Reaction SMILES: Br[C:2]1[C:15]2[C:16]3=[C:17]4[C:12](=[CH:13][CH:14]=2)[CH:11]=[CH:10][CH:9]=[C:8]4[CH:7]=[CH:6][C:5]3=[CH:4][CH:3]=1.C([Li])CCC.B(OC)(OC)OC.[Cl:30][C:31]1[C:32](Br)=[C:33]([CH:39]=[CH:40][C:41]=1[C:42]([O:44][CH2:45][CH3:46])=[O:43])[C:34]([O:36][CH2:37][CH3:38])=[O:35].C([O-])([O-])=O.[Na+].[Na+]>C1COCC1.C1C=CC([P]([Pd]([P](C2C=CC=CC=2)(C2C=CC=CC=2)C2C=CC=CC=2)([P](C2C=CC=CC=2)(C2C=CC=CC=2)C2C=CC=CC=2)[P](C2C=CC=CC=2)(C2C=CC=CC=2)C2C=CC=CC=2)(C2C=CC=CC=2)C2C=CC=CC=2)=CC=1.CCO.C1(C)C=CC=CC=1.O>[Cl:30][C:31]1[CH:32]=[C:33]([C:34]([O:36][CH2:37][CH3:38])=[O:35])[C:39]([C:9]2[C:8]3[C:17]4=[C:16]5[C:5](=[CH:6][CH:7]=3)[CH:4]=[CH:3][CH:2]=[C:15]5[CH:14]=[CH:13][C:12]4=[CH:11][CH:10]=2)=[CH:40][C:41]=1[C:42]([O:44][CH2:45][CH3:46])=[O:43] |f:4.5.6,^1:62,64,83,102|. The solvent is C1CCOC1 (THF), CCO (EtOH), C1(=CC=CC=C1)C (toluene), O (H2O). Reagents/catalysts: C=1C=CC(=CC1)[P](C=2C=CC=CC2)(C=3C=CC=CC3)[Pd]([P](C=4C=CC=CC4)(C=5C=CC=CC5)C=6C=CC=CC6)([P](C=7C=CC=CC7)(C=8C=CC=CC8)C=9C=CC=CC9)[P](C=1C=CC=CC1)(C=1C=CC=CC1)C=1C=CC=CC1 (tetrakis(triphenylphosphine)palladium(0)). Yield: 70.1%. The reactants are B(OC)(OC)OC (trimethyl borate), solution, C(CCC)[Li] (n-butyllithium), BrC1=CC=C2C=CC3=CC=CC4=CC=C1C2=C34 (bromopyrene), ClC=1C(=C(C(=O)OCC)C=CC1C(=O)OCC)Br (diethyl chlorobromoterephthalate), C(=O)([O-])[O-].[Na+].[Na+] (Na2CO3). Product: ClC1=C(C(=O)OCC)C=C(C(=C1)C(=O)OCC)C1=CC=C2C=CC3=CC=CC4=CC=C1C2=C34 (Diethyl 2-chloro-5-pyren-1-ylterephthalate). Procedure: 28.9 g (103 mmol) of bromopyrene are dissolved in 275 ml of dry THF, the solution is cooled to −75° C., and 52 ml (104 mmol) of a 2 M solution of n-butyllithium are added dropwise at this temperature. The yellow suspension is stirred at −75° C. for 1 h, and 17.5 ml (155 mmol) of trimethyl borate are then added dropwise. After warming to RT, 34.5 g (103 mmol) of diethyl chlorobromoterephthalate, 22 g (206 mmol) of Na2CO3, 1.2 g (1.03 mmol) of tetrakis(triphenylphosphine)palladium(0), 140 ml of H2... Run at temperature -75 celsius, time 1 hour. The reactants are CN1CCN(c2ccc3c(c2)sc2nc(-c4ccc(NC(=O)Nc5cc(C(C)(C)C)on5)cc4)cn23)CC1, CN1CCN(c2ccc3nc(N)sc3c2)CC1, Nc1nc2ccc(N3CCOCC3)cc2s1. Yields the product CC(C)(C)c1cc(NC(=O)Nc2ccc(-c3cn4c(n3)sc3cc(N5CCOCC5)ccc34)cc2)no1. Reaction SMILES: [C:1]([CH3:2])([CH3:3])([CH3:4])[c:5]1[cH:6][c:7]([NH:10][C:11](=[O:12])[NH:13][c:14]2[cH:15][cH:16][c:17](-[c:20]3[n:21][c:22]4[s:23][c:24]5[c:25]([n:26]4[cH:27]3)[cH:28][cH:29][c:30]([N:32]3[CH2:33][CH2:34][N:35]([CH3:38])[CH2:36][CH2:37]3)[cH:31]5)[cH:18][cH:19]2)[n:8][o:9]1.[CH3:55][N:56]1[CH2:57][CH2:58][N:59]([c:60]2[cH:61][cH:62][c:63]3[n:64][c:65]([NH2:66])[s:67][c:68]3[cH:69]2)[CH2:70][CH2:71]1.[O:39]1[CH2:40][CH2:41][N:42]([c:43]2[cH:44][cH:45][c:46]3[n:47][c:48]([NH2:49])[s:50][c:51]3[cH:52]2)[CH2:53][CH2:54]1>>[C:1]([CH3:2])([CH3:3])([CH3:4])[c:5]1[cH:6][c:7]([NH:10][C:11](=[O:12])[NH:13][c:14]2[cH:15][cH:16][c:17](-[c:20]3[n:21][c:22]4[s:23][c:24]5[c:25]([n:26]4[cH:27]3)[cH:28][cH:29][c:30]([N:32]3[CH2:33][CH2:34][O:39][CH2:36][CH2:37]3)[cH:31]5)[cH:18][cH:19]2)[n:8][o:9]1. Reactants: [BH4-].[Na+] (sodium borohydride), FC(C1=CC=C(C=C1)C1=CC(=NO1)C(=O)OCC)(F)F (Ethyl 5-[4-(trifluoromethyl)phenyl]isoxazole-3-carboxylate), O (water). Run in C(C)O (ethanol). Reaction conditions: temperature 0 celsius, time 4 hour. The product is FC(C1=CC=C(C=C1)C1=CC(=NO1)CO)(F)F ({5-[4-(trifluoromethyl)phenyl]isoxazol-3-yl}methan-1-ol). RXN SMILES: [F:1][C:2]([F:20])([F:19])[C:3]1[CH:8]=[CH:7][C:6]([C:9]2[O:13][N:12]=[C:11]([C:14](OCC)=[O:15])[CH:10]=2)=[CH:5][CH:4]=1.[BH4-].[Na+].O>C(O)C>[F:20][C:2]([F:1])([F:19])[C:3]1[CH:4]=[CH:5][C:6]([C:9]2[O:13][N:12]=[C:11]([CH2:14][OH:15])[CH:10]=2)=[CH:7][CH:8]=1 |f:1.2|. Procedure: Ethyl 5-[4-(trifluoromethyl)phenyl]isoxazole-3-carboxylate (130 mg) was dissolved in ethanol (10 ml), cooled to 0° C., and sodium borohydride (26 mg) was added in portions to the stirred solution. The mixture was stirred at room temperature for 4 hours, then excess water added. Solvent was evaporated under reduced pressure, and the residue was purified by preparative thin layer chromatography, eluting with 5% methanol/ethyl acetate, to provide {5-[4-(trifluoromethyl)phenyl]isoxazol-3-yl}methan-1... Starting materials: [BH4-].[Na+] (Sodium borohydride), C(C)(C)(C)OC(=O)CC1C(NC(CCCCCC1)C(=O)OCC)=O (ethyl 3-t-butoxycarbonylmethyl-2-oxo-1-azacyclodecane-10-carboxylate), CO (Methanol). The solvent is C(C)(C)(C)O (t-butanol). Run at temperature 55 celsius, time 1 hour. Product: C(C)(C)(C)OC(=O)CC1C(NC(CCCCCC1)CO)=O (3-t-butoxycarbonylmethyl-10-hydroxymethyl-2-oxo-1-azacyclodecane). RXN SMILES: [C:1]([O:5][C:6]([CH2:8][CH:9]1[CH2:18][CH2:17][CH2:16][CH2:15][CH2:14][CH2:13][CH:12]([C:19](OCC)=[O:20])[NH:11][C:10]1=[O:24])=[O:7])([CH3:4])([CH3:3])[CH3:2].[BH4-].[Na+].CO>C(O)(C)(C)C>[C:1]([O:5][C:6]([CH2:8][CH:9]1[CH2:18][CH2:17][CH2:16][CH2:15][CH2:14][CH2:13][CH:12]([CH2:19][OH:20])[NH:11][C:10]1=[O:24])=[O:7])([CH3:2])([CH3:4])[CH3:3] |f:1.2|. Reported procedure: The major isomer of ethyl 3-t-butoxycarbonylmethyl-2-oxo-1-azacyclodecane-10-carboxylate (0.68 g, 2.0 mmol) is dissolved in t-butanol (10 mL). Sodium borohydride (0.23 g, 6.0 mmol) is added and the reaction is warmed to 55° C. Methanol (2.0 mL) is added over a twenty minute period, and the reaction is kept at 55° C. for an additional 1 hour. The reaction is then partitioned between ethyl acetate and water, and the aqueous phase is extracted several times with ethyl acetate. The combined organic ...